This data is from the Open Reaction Database (ORD), a public repository of structured organic reaction records. The task is: describe an organic reaction: reactants, conditions, products, and yield As a reaction SMILES: [N+:1]([C:4]1[C:5](=[O:19])[NH:6][C:7](=[O:18])[N:8]([CH:17]=1)[C@@H:9]1[O:16][C@H:13]([CH2:14][OH:15])[C@@H:11]([OH:12])[CH2:10]1)([O-])=O.[NH2:20]C1C(=O)NC(=O)N(C=1)[C@@H]1O[C@H](CO)[C@@H](O)C1.N([O-])=O.[Na+]>[Zn]>[N+:1](=[C:4]1[CH2:17][N:8]([C@@H:9]2[O:16][C@H:13]([CH2:14][OH:15])[C@@H:11]([OH:12])[CH2:10]2)[C:7](=[O:18])[NH:6][C:5]1=[O:19])=[N-:20] |f:2.3|. Reported procedure: 5-azido-2-'-deoxyuridine nucleoside and nucleotide compounds and a method of producing them. The method involves reacting a 5'-deoxyuridine compound with nitrosonium tetrafluoroborate to produce a 5-nitro-deoxyuridine compound. The 5-nitro-deoxyuridine compound is reduced to a 5-amino-deoxyuridine compound in the presence of metallic zinc. The 5-amino-deoxyuridine compound is acidified and reacted with sodium nitrite to produce a 5-diazo-deoxyuridine compound. The diazo-deoxyuridine compound is ... Yields the product [N+](=[N-])=C1C(NC(N([C@H]2C[C@H](O)[C@@H](CO)O2)C1)=O)=O (5-diazo-deoxyuridine). The reagents and catalysts are [Zn] (zinc). The reactants are [N+](=O)([O-])C=1C(NC(N([C@H]2C[C@H](O)[C@@H](CO)O2)C1)=O)=O (5-nitro-deoxyuridine), N(=O)[O-].[Na+] (sodium nitrite), NC=1C(NC(N([C@H]2C[C@H](O)[C@@H](CO)O2)C1)=O)=O (5-amino-deoxyuridine), [N+](=O)([O-])C=1C(NC(N([C@H]2C[C@H](O)[C@@H](CO)O2)C1)=O)=O (5-nitro-deoxyuridine).